Task: describe an organic reaction: reactants, conditions, products, and yield. Dataset: the Open Reaction Database (ORD), a public repository of structured organic reaction records Reactants: S(=O)(Cl)Cl (thionyl chloride), FC(SC1=CC=C(C=C1)C1=CC=C(C=C1)C(CO)NC(C1=C(C=CC=C1F)F)=O)F (N-[1-[4'-[(difluoromethyl)thio][1,1-biphenyl]4-yl]-2-hydroxyethyl]-2,6-difluorobenzamide), S(=O)(Cl)Cl (thionyl chloride). Solvent: C1(=CC=CC=C1)C (toluene). Reaction conditions: temperature 45 celsius, time 1 hour. Product: ClCC(C1=CC=C(C=C1)C1=CC=C(C=C1)SC(F)F)NC(C1=C(C=CC=C1F)F)=O (N-[2-chloro-1-[4'-[(difluoromethyl)thio][1,1'-biphenyl]-4-yl]ethyl]-2,6-difluorobenzamide). The yield is 94.5%. Reaction SMILES: S(Cl)([Cl:3])=O.[F:5][CH:6]([F:34])[S:7][C:8]1[CH:13]=[CH:12][C:11]([C:14]2[CH:19]=[CH:18][C:17]([CH:20]([NH:23][C:24](=[O:33])[C:25]3[C:30]([F:31])=[CH:29][CH:28]=[CH:27][C:26]=3[F:32])[CH2:21]O)=[CH:16][CH:15]=2)=[CH:10][CH:9]=1>C1(C)C=CC=CC=1>[Cl:3][CH2:21][CH:20]([NH:23][C:24](=[O:33])[C:25]1[C:30]([F:31])=[CH:29][CH:28]=[CH:27][C:26]=1[F:32])[C:17]1[CH:18]=[CH:19][C:14]([C:11]2[CH:12]=[CH:13][C:8]([S:7][CH:6]([F:34])[F:5])=[CH:9][CH:10]=2)=[CH:15][CH:16]=1. Reported procedure: A portion of 0.37 g (3.1 mmol) of thionyl chloride was added to 1.20 g (2.75 mmol) of N-[1-[4'-[(difluoromethyl)thio][1,1-biphenyl]4-yl]-2-hydroxyethyl]-2,6-difluorobenzamide and 10 mL of toluene. The mixture was warmed to 45° C. for 3.25 h. An additional portion of 0.25 g (2.1 mmol) of thionyl chloride was added and the mixture was stirred for an additional 1 h. The mixture was cooled to 25° C. and the solvent removed under reduced pressure gave the product 1.18 g (96% yield) as an off-white so... Conditions: temperature 80 celsius, time 24 hour. Product: CCCCNC(=O)c2ccc1ccccc1c2. Reactants: CC(C)(C)C(=O)Oc2ccc1ccccc1c2 (substrate), CCCCN=C=O (effective_coupling_partner). The reagents and catalysts are dppf. The reactants are C1CCOC1, CO, COC(=O)Cc1cc2c(cc1C#Cc1ccccc1)NC(=O)CC(c1cccc(C#N)c1)=N2, [Li+], [OH-], O, O. The product is N#Cc1cccc(C2=Nc3cc(CC(=O)O)c(C#Cc4ccccc4)cc3NC(=O)C2)c1. Reaction SMILES: [CH2:40]1[O:41][CH2:42][CH2:43][CH2:44]1.[CH3:38][OH:39].[CH3:4][O:5][C:6]([CH2:7][c:8]1[cH:9][c:10]2[c:11]([cH:26][c:27]1[C:28]#[C:29][c:30]1[cH:31][cH:32][cH:33][cH:34][cH:35]1)[NH:12][C:13](=[O:25])[CH2:14][C:15]([c:17]1[cH:18][c:19]([C:23]#[N:24])[cH:20][cH:21][cH:22]1)=[N:16]2)=[O:36].[Li+:2].[OH-:1].[OH2:37].[OH2:3]>>[O:5]=[C:6]([CH2:7][c:8]1[cH:9][c:10]2[c:11]([cH:26][c:27]1[C:28]#[C:29][c:30]1[cH:31][cH:32][cH:33][cH:34][cH:35]1)[NH:12][C:13](=[O:25])[CH2:14][C:15]([c:17]1[cH:18][c:19]([C:23]#[N:24])[cH:20][cH:21][cH:22]1)=[N:16]2)[OH:36]. The reactants are CS(=O)(=O)O[C@H]1COCC1 ((R)-tetrahydrofuran-3-yl methanesulfonate), OCC=1C=C(C=CC1)C1=C(C=C(C=C1C)O)C (3′-(hydroxymethyl)-2,6-dimethylbiphenyl-4-ol), C([O-])([O-])=O.[Cs+].[Cs+] (cesium carbonate). Solvent: CN(C=O)C (N,N-dimethylformamide). Reaction conditions: temperature 80 celsius, time 7 hour. Yields the product CC1=C(C(=CC(=C1)O[C@@H]1COCC1)C)C1=CC(=CC=C1)CO ((S)-(2′,6′-dimethyl-4′-((tetrahydrofuran-3-yl)oxy)biphenyl-3-yl)methanol). Isolated yield 54.0%. RXN SMILES: CS([O:5][C@@H:6]1[CH2:10][CH2:9][O:8][CH2:7]1)(=O)=O.[OH:11][CH2:12][C:13]1[CH:14]=[C:15]([C:19]2[C:24]([CH3:25])=[CH:23][C:22](O)=[CH:21][C:20]=2[CH3:27])[CH:16]=[CH:17][CH:18]=1.C(=O)([O-])[O-].[Cs+].[Cs+]>CN(C)C=O>[CH3:25][C:24]1[CH:23]=[C:22]([O:5][C@H:6]2[CH2:10][CH2:9][O:8][CH2:7]2)[CH:21]=[C:20]([CH3:27])[C:19]=1[C:15]1[CH:16]=[CH:17][CH:18]=[C:13]([CH2:12][OH:11])[CH:14]=1 |f:2.3.4|. Procedure details: The crude (R)-tetrahydrofuran-3-yl methanesulfonate 1b (520 mg, 3.13 mmol), 3′-(hydroxymethyl)-2,6-dimethylbiphenyl-4-ol (714 mg, 3.13 mmol, prepared by a method disclosed in Chinese patent application CN101616913) and cesium carbonate (3.10 g, 9.39 mmol) were dissolved in 30 mL of N,N-dimethylformamide. The reaction mixture was heated to 80° C. and stirred for 7 hours. The resulting solution was concentrated under reduced pressure. The residue was purified by silica gel column chromatography wi... Procedure details: A mixture of 5 g of 4-(2-methyl-5-pyridyloxy)benzaldehyde, 5 g of sodium propionate and 35 ml of propionic anhydride was stirred for 3 hours at a temperature of 150° to 155° C. and then concentrated under reduced pressure. Water was added to the mixture which was then heated to crystallize the product. The resulting crystals were separated by filtration, washed with water and recrystallized from a mixture of acetic acid and water to obtain 3.3 g (52% yield) of 2-methyl-3-[4-(2-methyl-5-pyridylox... Reaction conditions: time 3 hour. The product is CC(C(=O)O)=CC1=CC=C(C=C1)OC=1C=CC(=NC1)C (2-methyl-3-[4-(2-methyl-5-pyridyloxy)phenyl]propenoic acid). The reactants are CC1=NC=C(C=C1)OC1=CC=C(C=O)C=C1 (4-(2-methyl-5-pyridyloxy)benzaldehyde), C(CC)(=O)[O-].[Na+] (sodium propionate), C(CC)(=O)OC(CC)=O (propionic anhydride). The yield is 52.3%. RXN SMILES: [CH3:1][C:2]1[CH:7]=[CH:6][C:5]([O:8][C:9]2[CH:16]=[CH:15][C:12]([CH:13]=O)=[CH:11][CH:10]=2)=[CH:4][N:3]=1.[C:17]([O-:21])(=[O:20])[CH2:18][CH3:19].[Na+].C(OC(=O)CC)(=O)CC>>[CH3:19][C:18](=[CH:13][C:12]1[CH:15]=[CH:16][C:9]([O:8][C:5]2[CH:6]=[CH:7][C:2]([CH3:1])=[N:3][CH:4]=2)=[CH:10][CH:11]=1)[C:17]([OH:21])=[O:20] |f:1.2|. Reactants: [BH4-], CC1CC(=O)C=C(c2ccncc2[N+](=O)[O-])C1, CCO, [Na+]. Product: CC1CC(c2ccncc2[N+](=O)[O-])=CC(O)C1. As a reaction SMILES: [BH4-:18].[CH3:1][CH:2]1[CH2:3][C:4]([c:9]2[c:10]([N+:15](=[O:16])[O-:17])[cH:11][n:12][cH:13][cH:14]2)=[CH:5][C:6](=[O:8])[CH2:7]1.[CH3:20][CH2:21][OH:22].[Na+:19]>>[CH3:1][CH:2]1[CH2:3][C:4]([c:9]2[c:10]([N+:15](=[O:16])[O-:17])[cH:11][n:12][cH:13][cH:14]2)=[CH:5][CH:6]([OH:8])[CH2:7]1. The reactants are C(C)(=O)O (acetic acid), NC1=CC=C(C=C1)C1=CC=CC=2N1N=C(N2)NC2=CC=C(C=C2)OCCN2CCCC2 ([5-(4-amino-phenyl)-[1,2,4]triazolo[1,5-a]pyridin-2-yl]-[4-(2-pyrrolidin-1-yl-ethoxy)-phenyl]-amine), ClC=1C=C(C=O)C=CC1 (3-chlorobenzaldehyde). Run in CO (methanol). Reaction conditions: time 18 hour. The product is ClC=1C=C(CNC2=CC=C(C=C2)C2=CC=CC=3N2N=C(N3)NC3=CC=C(C=C3)OCCN3CCCC3)C=CC1 ({5-[4-(3-Chloro-benzylamino)-phenyl]-[1,2,4]triazolo[1,5-a]pyridin-2-yl}-[4-(2-pyrrolidin-1-yl-ethoxy)-phenyl]-amine). Reaction SMILES: [NH2:1][C:2]1[CH:7]=[CH:6][C:5]([C:8]2[N:13]3[N:14]=[C:15]([NH:17][C:18]4[CH:23]=[CH:22][C:21]([O:24][CH2:25][CH2:26][N:27]5[CH2:31][CH2:30][CH2:29][CH2:28]5)=[CH:20][CH:19]=4)[N:16]=[C:12]3[CH:11]=[CH:10][CH:9]=2)=[CH:4][CH:3]=1.C(O)(=O)C.[Cl:36][C:37]1[CH:38]=[C:39]([CH:42]=[CH:43][CH:44]=1)[CH:40]=O>CO>[Cl:36][C:37]1[CH:38]=[C:39]([CH:42]=[CH:43][CH:44]=1)[CH2:40][NH:1][C:2]1[CH:7]=[CH:6][C:5]([C:8]2[N:13]3[N:14]=[C:15]([NH:17][C:18]4[CH:23]=[CH:22][C:21]([O:24][CH2:25][CH2:26][N:27]5[CH2:28][CH2:29][CH2:30][CH2:31]5)=[CH:20][CH:19]=4)[N:16]=[C:12]3[CH:11]=[CH:10][CH:9]=2)=[CH:4][CH:3]=1. Reported procedure: To a stirred suspension of [5-(4-amino-phenyl)-[1,2,4]triazolo[1,5-a]pyridin-2-yl]-[4-(2-pyrrolidin-1-yl-ethoxy)-phenyl]-amine (0.05 g, 0.121 mmol) and MP-CNBH3 (180 mg, 0.360 mmol) in methanol (1 ml) was added acetic acid (6 μl, 0.121 mmol) followed by 3-chlorobenzaldehyde (15 μl, 0.133 mmol). The mixture was stirred for 18 hours at room temperature, then filtered and concentrated in vacuo. The product was purified by preparatory HPLC to yield the desired product. RT: 3.09 min, MI: 539, Method:... Starting materials: C1(=CC=CC=C1)C=1SC(=NN1)C=1NC=CN1 (2-[2-(phenyl)-1,3,4-thiadiazol-5-yl]-1H-imidazole), FC1=CC=C(C=C1)[N+](=O)[O-] (1-fluoro-4-nitrobenzene), C([O-])([O-])=O.[Na+].[Na+] (sodium carbonate). The solvent is CN(C)C=O (DMF), C(C)(=O)OCC (ethyl acetate). Run at temperature 120 celsius. Product: [N+](=O)([O-])C1=CC=C(C=C1)N1C(=NC=C1)C1=NN=C(S1)C1=CC=CC=C1 (1-[4-Nitrophenyl]-2-[2-(phenyl)-1,3,4-thiadiazol-5-yl]-1H-imidazole). The yield is 87.0%. Reaction SMILES: [C:1]1([C:7]2[S:8][C:9]([C:12]3[NH:13][CH:14]=[CH:15][N:16]=3)=[N:10][N:11]=2)[CH:6]=[CH:5][CH:4]=[CH:3][CH:2]=1.F[C:18]1[CH:23]=[CH:22][C:21]([N+:24]([O-:26])=[O:25])=[CH:20][CH:19]=1.C(=O)([O-])[O-].[Na+].[Na+]>CN(C=O)C.C(OCC)(=O)C>[N+:24]([C:21]1[CH:22]=[CH:23][C:18]([N:13]2[CH:14]=[CH:15][N:16]=[C:12]2[C:9]2[S:8][C:7]([C:1]3[CH:2]=[CH:3][CH:4]=[CH:5][CH:6]=3)=[N:11][N:10]=2)=[CH:19][CH:20]=1)([O-:26])=[O:25] |f:2.3.4|. Reported procedure: A mixture of 2-[2-(phenyl)-1,3,4-thiadiazol-5-yl]-1H-imidazole (0.285 g, 1.25 mmol), 1-fluoro-4-nitrobenzene (0.176 g, 1.25 mmol) and sodium carbonate (0.265 g, 2.50 mmol) in DMF (10 mL) was heated at 120° C. for 24 hours. The reaction mixture was cooled to room temperature and diluted with ethyl acetate and washed with water and brine. The combined organic fraction was dried (Na2SO4) and evaporated to dryness. The crude product was purified by chromatography on silica gel using hexane/ethyl ace... Reactants: N (ammonia), COC1=NS(N=C1OC)=O (3,4-dimethoxy-1,2,5-thiadiazole-1-oxide), BrC=1C=C(C(=NC1)CCCCN)C (4-(5-bromo-3-methylpyrid-2-yl)-butylamine). Run in CO (methanol), CO (methanol). Conditions: temperature 0 celsius, time 2 hour. Product: BrC=1C=C(C(=NC1)CCCCNC1=NS(N=C1N)=O)C (3-[4-(5-bromo-3-methylpyrid-2-yl)-butylamino]-4-amino-1,2,5-thiadiazole-1-oxide). Reaction SMILES: CO[C:3]1[C:7](OC)=[N:6][S:5](=[O:10])[N:4]=1.[Br:11][C:12]1[CH:13]=[C:14]([CH3:23])[C:15]([CH2:18][CH2:19][CH2:20][CH2:21][NH2:22])=[N:16][CH:17]=1.[NH3:24]>CO>[Br:11][C:12]1[CH:13]=[C:14]([CH3:23])[C:15]([CH2:18][CH2:19][CH2:20][CH2:21][NH:22][C:3]2[C:7]([NH2:24])=[N:6][S:5](=[O:10])[N:4]=2)=[N:16][CH:17]=1. Procedure details: A solution of 3,4-dimethoxy-1,2,5-thiadiazole-1-oxide (1.62 g) in methanol was reacted with a solution of 4-(5-bromo-3-methylpyrid-2-yl)-butylamine (2.43 g) in methanol. After 2 hours at room temperature, the reaction was cooled to 0° C. and saturated by passing ammonia gas for 10 mins. After 1.5 hours the product (which precipitated) was filtered off and recrystallised from ethanol to yield 3-[4-(5-bromo-3-methylpyrid-2-yl)-butylamino]-4-amino-1,2,5-thiadiazole-1-oxide (1.12 g) m.p. 188°-190° C... The reactants are [BH3-]C#N, Cc1cccc(C)c1-c1cccc(C=O)c1, CC(=O)O, Cc1ccccc1, COC(=O)CCc1ccc(N)cc1, [Na+], O=C(O)CC(O)(CC(=O)O)C(=O)O. Product: COC(=O)CCc1ccc(NCc2cccc(-c3c(C)cccc3C)c2)cc1. RXN SMILES: [C:30]([BH3-:31])#[N:32].[CH3:14][c:15]1[c:16](-[c:22]2[cH:23][c:24]([CH:28]=[O:29])[cH:25][cH:26][cH:27]2)[c:17]([CH3:21])[cH:18][cH:19][cH:20]1.[CH3:34][C:35](=[O:36])[OH:37].[CH3:51][c:52]1[cH:53][cH:54][cH:55][cH:56][cH:57]1.[NH2:1][c:2]1[cH:3][cH:4][c:5]([CH2:8][CH2:9][C:10](=[O:11])[O:12][CH3:13])[cH:6][cH:7]1.[Na+:33].[OH:38][C:39]([CH2:40][C:41]([C:42](=[O:43])[OH:44])([CH2:45][C:46](=[O:47])[OH:48])[OH:49])=[O:50]>>[NH:1]([c:2]1[cH:3][cH:4][c:5]([CH2:8][CH2:9][C:10](=[O:11])[O:12][CH3:13])[cH:6][cH:7]1)[CH2:28][c:24]1[cH:23][c:22](-[c:16]2[c:15]([CH3:14])[cH:20][cH:19][cH:18][c:17]2[CH3:21])[cH:27][cH:26][cH:25]1.